This data is from the Open Reaction Database (ORD), a public repository of structured organic reaction records. The task is: describe an organic reaction: reactants, conditions, products, and yield The reactants are CC(C)C[C@@H](C(=O)O)NC(=O)[C@H]([C@@H](CC1=CC=CC=C1)N)O (bestatin). Solvent: Cl (HCl). Product: N[C@@H](CC(C)C)C(=O)O (L-leucine). As a reaction SMILES: [CH3:1][CH:2]([CH2:4][C@H:5]([NH:9]C([C@@H](O)[C@H](N)CC1C=CC=CC=1)=O)[C:6]([OH:8])=[O:7])[CH3:3]>Cl>[NH2:9][C@H:5]([C:6]([OH:8])=[O:7])[CH2:4][CH:2]([CH3:3])[CH3:1]. Procedure details: The hydrolysis of bestatin in 6N HCl at 100° C. for 18 hours yields L-leucine and an unusual amino acid. The ratio of these amino acids is 1:1. Bestatin gives positive Rydon-Smith and ninhydrin reactions. The amino acid sequence of bestatin shown in the structure was elucidated by fragmentation pattern in mass spectrum of bestatin methyl ester hydrochloride. Thus, the structure of bestatin is (2S,3R)-3-amino-2-hydroxy-4-phenylbutyryl-L-leucine. The reactants are ClC1=C(C=CC(=C1)Cl)N1CCCN2C1=NC1=C2C(=CC=C1)C(C(F)(F)F)O (1-[1-(2,4-dichlorophenyl)-1,2,3,4-tetrahydropyrimido[1,2-a]benzimidazol-6-yl]-2,2,2-trifluoroethanol), C([O-])([O-])=O.[K+].[K+] (potassium carbonate), CI (methyl iodide). The solvent is CN(C=O)C (N,N-dimethylformamide), O (water). Reaction conditions: time 3 hour. Product: ClC1=C(C=CC(=C1)Cl)N1CCCN2C1=NC1=C2C(=CC=C1)C(C(F)(F)F)OC (1-(2,4-Dichlorophenyl)-6-(2,2,2-trifluoro-1-methoxyethyl)-1,2,3,4-tetrahydropyrimido[1,2-a]benzimidazole). The yield is 10.0%. RXN SMILES: [Cl:1][C:2]1[CH:7]=[C:6]([Cl:8])[CH:5]=[CH:4][C:3]=1[N:9]1[C:14]2=[N:15][C:16]3[CH:21]=[CH:20][CH:19]=[C:18]([CH:22]([OH:27])[C:23]([F:26])([F:25])[F:24])[C:17]=3[N:13]2[CH2:12][CH2:11][CH2:10]1.[C:28](=O)([O-])[O-].[K+].[K+].CI>CN(C)C=O.O>[Cl:1][C:2]1[CH:7]=[C:6]([Cl:8])[CH:5]=[CH:4][C:3]=1[N:9]1[C:14]2=[N:15][C:16]3[CH:21]=[CH:20][CH:19]=[C:18]([CH:22]([O:27][CH3:28])[C:23]([F:24])([F:25])[F:26])[C:17]=3[N:13]2[CH2:12][CH2:11][CH2:10]1 |f:1.2.3|. Reported procedure: A mixture of 1-[1-(2,4-dichlorophenyl)-1,2,3,4-tetrahydropyrimido[1,2-a]benzimidazol-6-yl]-2,2,2-trifluoroethanol (475 mg, 1.14 mmol), potassium carbonate (174 mg, 1.26 mmol) and methyl iodide (242 mg, 1.71 mmol) in N,N-dimethylformamide (3.0 mL) was stirred at room temperature for 3 hr. The mixture was diluted with water, and extracted with ethyl acetate. The combined organic layer was washed with brine, dried over anhydrous magnesium sulfate, filtered, and concentrated in vacuo. The residue wa... Reactants: ClC=1C=C2C(=C(C=NC2=CC1)N(C(C)=O)C)C1=CC=CC=C1 (6-chloro-3-(N-methylacetamido)-4-phenylquinoline), CO (methanol), Cl (hydrochloric acid). The solvent is O (water), [OH-].[Na+] (sodium hydroxide). The product is ClC=1C=C2C(=C(C=NC2=CC1)NC)C1=CC=CC=C1 (6-chloro-3-methylamino-4-phenylquinoline). RXN SMILES: [Cl:1][C:2]1[CH:3]=[C:4]2[C:9](=[CH:10][CH:11]=1)[N:8]=[CH:7][C:6]([N:12](C)[C:13](=O)C)=[C:5]2[C:17]1[CH:22]=[CH:21][CH:20]=[CH:19][CH:18]=1.CO.Cl>O.[OH-].[Na+]>[Cl:1][C:2]1[CH:3]=[C:4]2[C:9](=[CH:10][CH:11]=1)[N:8]=[CH:7][C:6]([NH:12][CH3:13])=[C:5]2[C:17]1[CH:18]=[CH:19][CH:20]=[CH:21][CH:22]=1 |f:4.5|. Reported procedure: A mixture of 6-chloro-3-(N-methylacetamido)-4-phenylquinoline (0.9 g), methanol (5 ml) and conc. hydrochloric acid (5 ml) was refluxed for 5 hrs. It was diluted with water and neutralized with aqueous sodium hydroxide solution. The resultant precipitate was collected by filtration and recrystallized from methanol to give 6-chloro-3-methylamino-4-phenylquinoline as pale yellow crystals. Yield 0.65 g (83.5%). m.p. 139°-140° C. Reactants: ClCC=1N=C(OC1)C1=CC(=C(C(=C1)OC)OC)OC (4-Chloromethyl-2-(3,4,5-trimethoxyphenyl)oxazole), N1CCNCCC1 (homopiperazine). The product is COC=1C=C(C=C(C1OC)OC)C=1OC=C(N1)CN1CCN(CCC1)CC=1N=C(OC1)C1=CC(=C(C(=C1)OC)OC)OC (N,N′-bis[[2-(3,4,5-Trimethoxyphenyl)oxazol-4-yl]methyl]homopiperazine). RXN SMILES: Cl[CH2:2][C:3]1[N:4]=[C:5]([C:8]2[CH:13]=[C:12]([O:14][CH3:15])[C:11]([O:16][CH3:17])=[C:10]([O:18][CH3:19])[CH:9]=2)[O:6][CH:7]=1.[NH:20]1[CH2:26][CH2:25][CH2:24][NH:23][CH2:22][CH2:21]1>>[CH3:19][O:18][C:10]1[CH:9]=[C:8]([C:5]2[O:6][CH:7]=[C:3]([CH2:2][N:20]3[CH2:26][CH2:25][CH2:24][N:23]([CH2:2][C:3]4[N:4]=[C:5]([C:8]5[CH:9]=[C:10]([O:18][CH3:19])[C:11]([O:16][CH3:17])=[C:12]([O:14][CH3:15])[CH:13]=5)[O:6][CH:7]=4)[CH2:22][CH2:21]3)[N:4]=2)[CH:13]=[C:12]([O:14][CH3:15])[C:11]=1[O:16][CH3:17]. Reported procedure: 4-Chloromethyl-2-(3,4,5-trimethoxyphenyl)oxazole (111 mg) and homopiperazine (18 mg) were treated in the same manner in Example 1 to obtain the title compound as a free base. The reactants are CCOC(=O)CC(C)=O, CC(C)=O, O=C(CCl)c1ccc(F)cc1, [I-], [Na+], [Na]. The product is CCOC(=O)C(CC(=O)c1ccc(F)cc1)C(C)=O. As a reaction SMILES: [C:13]([CH2:14][C:15](=[O:16])[CH3:17])(=[O:18])[O:19][CH2:20][CH3:21].[CH3:24][C:25](=[O:26])[CH3:27].[Cl:1][CH2:2][C:3](=[O:4])[c:5]1[cH:6][cH:7][c:8]([F:11])[cH:9][cH:10]1.[I-:23].[Na+:22].[Na:12]>>[CH2:2]([C:3](=[O:4])[c:5]1[cH:6][cH:7][c:8]([F:11])[cH:9][cH:10]1)[CH:14]([C:13](=[O:18])[O:19][CH2:20][CH3:21])[C:15](=[O:16])[CH3:17]. The reactants are O=C([O-])[O-], [K+], [K+], NN, NN, O, O=c1ccc(-c2ccncc2)n[nH]1. As a reaction SMILES: [C:19](=[O:20])([O-:21])[O-:22].[K+:23].[K+:24].[NH2:17][NH2:18].[NH2:1][NH2:2].[OH2:16].[n:3]1[cH:4][cH:5][c:6](-[c:9]2[cH:10][cH:11][c:12](=[O:15])[nH:13][n:14]2)[cH:7][cH:8]1>>[NH2:1][c:11]1[cH:10][c:9](-[c:6]2[cH:5][cH:4][n:3][cH:8][cH:7]2)[n:14][nH:13][c:12]1=[O:15]. Yields the product Nc1cc(-c2ccncc2)n[nH]c1=O. Reactants: Cl (hydrochloric acid), [BH4-].[Na+] (NaBH4), CO (methanol), C(C(=O)O)(=O)O.C(#N)CC1=C(C=C(C(=C1)OC)OC)CCNCCC(=O)OCC (ethyl N-{2-[2-(cyanomethyl)-4,5-dimethoxyphenyl]ethyl}-β-alaninate oxalate). Solvent: O (water), ClCCl (dichloromethane), C1CCOC1 (THF). Run at temperature 60 celsius, time 30 minute. Yields the product OCCCNCCC1=C(C=C(C(=C1)OC)OC)CC#N ((2-{2-[(3-hydroxypropyl)amino]ethyl}-4,5-dimethoxyphenyl)acetonitrile). The yield is 85.3%. As a reaction SMILES: [BH4-].[Na+].C(O)(=O)C(O)=O.[C:9]([CH2:11][C:12]1[CH:17]=[C:16]([O:18][CH3:19])[C:15]([O:20][CH3:21])=[CH:14][C:13]=1[CH2:22][CH2:23][NH:24][CH2:25][CH2:26][C:27](OCC)=[O:28])#[N:10].CO.Cl>C1COCC1.O.ClCCl>[OH:28][CH2:27][CH2:26][CH2:25][NH:24][CH2:23][CH2:22][C:13]1[CH:14]=[C:15]([O:20][CH3:21])[C:16]([O:18][CH3:19])=[CH:17][C:12]=1[CH2:11][C:9]#[N:10] |f:0.1,2.3|. Procedure details: To a suspension of 10.8 g of NaBH4 (284 mmol, 11 eq.) in 110 mL of THF there is added, at several points over a period of time, ethyl N-{2-[2-(cyanomethyl)-4,5-dimethoxyphenyl]ethyl}-β-alaninate oxalate (10.6 g, 25.9 mmol). Stirring is carried out for 30 minutes at ambient temperature, and then 23.1 ml of methanol (570 mmol, 22 eq.) are poured in dropwise. The mixture is heated for 16 hours at 60° C., and is then hydrolysed using 100 mL of 5N hydrochloric acid. There are then added 100 mL of dic... The reactants are C1(C=2C(C(N1)=O)=CC=CC2)=O (phthalimide), C1=CC=C(C=C1)P(C2=CC=CC=C2)C3=CC=CC=C3 (PPh3), N1=CC(=CC=C1)CCCO (3-pyridine propanol), N(=NC(=O)OCC)C(=O)OCC (diethyl azodicarboxylate). Run in C(Cl)Cl (methylene chloride), O (water), O1CCCC1 (tetrahydrofuran), O1CCCC1 (tetrahydrofuran). Reaction conditions: time 2 hour. Product: N1=CC(=CC=C1)CCCN1C(C2=CC=CC=C2C1=O)=O (2-(3-pyridin-3-yl-propyl)isoindole-1,3-dione). Reaction SMILES: [C:1]1(=[O:11])[NH:5][C:4](=[O:6])[C:3]2=[CH:7][CH:8]=[CH:9][CH:10]=[C:2]12.C1C=CC(P(C2C=CC=CC=2)C2C=CC=CC=2)=CC=1.[N:31]1[CH:36]=[CH:35][CH:34]=[C:33]([CH2:37][CH2:38][CH2:39]O)[CH:32]=1.N(C(OCC)=O)=NC(OCC)=O>O1CCCC1.C(Cl)Cl.O>[N:31]1[CH:36]=[CH:35][CH:34]=[C:33]([CH2:37][CH2:38][CH2:39][N:5]2[C:1](=[O:11])[C:2]3[C:3](=[CH:7][CH:8]=[CH:9][CH:10]=3)[C:4]2=[O:6])[CH:32]=1. Reported procedure: Cool a mixture of phthalimide (5.4 g, 37 mmol) and PPh3 (9.6 g, 37 mmol) in tetrahydrofuran (80 mL) to 0° C. Add dropwise a solution of 3-pyridine propanol (5.0 g, 37 mmol) and diethyl azodicarboxylate (5.8 mL, 37 mmol) in tetrahydrofuran (50 mL). After 2 hours, dilute the reaction mixture with methylene chloride (100 mL), and water (100 mL). Wash the organic layer with water (100 mL), then brine (100 mL). Dry over magnesium sulfate, filter and concentrate to afford 2-(3-pyridin-3-yl-propyl)isoi... The reactants are C1(=CC=CC=C1)CCS (2-phenylethylmercaptan), BrC1=CC=C(C=O)C=C1 (4-bromobenzaldehyde), C([O-])([O-])=O.[K+].[K+] (potassium carbonate). Solvent: CN(C=O)C (dimethylformamide), O (water). Yields the product C1(=CC=CC=C1)CCSC1=CC=C(C=O)C=C1 (4-(2-Phenylethylthio)benzaldehyde). Isolated yield 66.8%. Reaction SMILES: [C:1]1([CH2:7][CH2:8][SH:9])[CH:6]=[CH:5][CH:4]=[CH:3][CH:2]=1.Br[C:11]1[CH:18]=[CH:17][C:14]([CH:15]=[O:16])=[CH:13][CH:12]=1.C(=O)([O-])[O-].[K+].[K+]>CN(C)C=O.O>[C:1]1([CH2:7][CH2:8][S:9][C:11]2[CH:18]=[CH:17][C:14]([CH:15]=[O:16])=[CH:13][CH:12]=2)[CH:6]=[CH:5][CH:4]=[CH:3][CH:2]=1 |f:2.3.4|. Procedure: A mixture of 2-phenylethylmercaptan (72.3 mmol, 10.0 g), 4-bromobenzaldehyde (79.6 mmol, 14.7 g) and potassium carbonate (116 mmol, 16 g) were stirred in dimethylformamide (100 ml) at 110° C. for 48 hours. The solution was cooled and diluted with water (200 ml). The aqueous was extracted with ether (3×200 ml) and the combined ether layers were dried (Na2SO4) and concentrated in vacuo. The residue was purified on silica gel using hexane:ethyl acetate (9:1) as eluant to afford 11.7 g (67%) of pres...